This data is from the Open Reaction Database (ORD), a public repository of structured organic reaction records. The task is: describe an organic reaction: reactants, conditions, products, and yield The reactants are CC(C)(C)C(=O)Oc2ccc(c1ccccc1)cc2 (substrate), O=C(Cc1ccccc1)c2ccccc2 (effective_coupling_partner). Reagents/catalysts: dcypt. Reaction conditions: temperature 150 celsius, time 24 hour. Product: O=C(c1ccccc1)C(c2ccccc2)c4ccc(c3ccccc3)cc4. Reactants: BrCc1ccccc1, O=C([O-])[O-], CCOC(C)=O, [Cs+], [Cs+], CN(C)C=O, CC1(C)OC(=O)c2cc(O)ccc2O1. Product: CC1(C)OC(=O)c2cc(OCc3ccccc3)ccc2O1. Reaction SMILES: [Br:15][CH2:16][c:17]1[cH:18][cH:19][cH:20][cH:21][cH:22]1.[C:23](=[O:24])([O-:25])[O-:26].[CH3:34][CH2:35][O:36][C:37](=[O:38])[CH3:39].[Cs+:27].[Cs+:28].[O:29]=[CH:30][N:31]([CH3:32])[CH3:33].[OH:1][c:2]1[cH:3][cH:4][c:5]2[c:6]([cH:14]1)[C:7](=[O:13])[O:8][C:9]([CH3:11])([CH3:12])[O:10]2>>[O:1]([c:2]1[cH:3][cH:4][c:5]2[c:6]([cH:14]1)[C:7](=[O:13])[O:8][C:9]([CH3:11])([CH3:12])[O:10]2)[CH2:16][c:17]1[cH:18][cH:19][cH:20][cH:21][cH:22]1. The reactants are CS(=O)(=O)Cl, ClCCl, Cl, Cl, NCc1cc(C(Cc2ccccc2)(NC(=O)c2ccc(F)c(C(F)(F)F)c2)c2cc(F)cc(OC(F)(F)C(F)F)c2)ccc1F. The product is CS(=O)(=O)NCc1cc(C(Cc2ccccc2)(NC(=O)c2ccc(F)c(C(F)(F)F)c2)c2cc(F)cc(OC(F)(F)C(F)F)c2)ccc1F. RXN SMILES: [CH3:47][S:48]([Cl:49])(=[O:50])=[O:51].[Cl:53][CH2:54][Cl:55].[ClH:1].[ClH:52].[NH2:2][CH2:3][c:4]1[cH:5][c:6]([C:11]([CH2:12][c:13]2[cH:14][cH:15][cH:16][cH:17][cH:18]2)([c:19]2[cH:20][c:21]([F:32])[cH:22][c:23]([O:25][C:26]([CH:27]([F:28])[F:29])([F:30])[F:31])[cH:24]2)[NH:33][C:34]([c:35]2[cH:36][c:37]([C:42]([F:43])([F:44])[F:45])[c:38]([F:41])[cH:39][cH:40]2)=[O:46])[cH:7][cH:8][c:9]1[F:10]>>[NH:2]([CH2:3][c:4]1[cH:5][c:6]([C:11]([CH2:12][c:13]2[cH:14][cH:15][cH:16][cH:17][cH:18]2)([c:19]2[cH:20][c:21]([F:32])[cH:22][c:23]([O:25][C:26]([CH:27]([F:28])[F:29])([F:30])[F:31])[cH:24]2)[NH:33][C:34]([c:35]2[cH:36][c:37]([C:42]([F:43])([F:44])[F:45])[c:38]([F:41])[cH:39][cH:40]2)=[O:46])[cH:7][cH:8][c:9]1[F:10])[S:48]([CH3:47])(=[O:50])=[O:51].